From a dataset of the Open Reaction Database (ORD), a public repository of structured organic reaction records. describe an organic reaction: reactants, conditions, products, and yield Reactants: ClC1=CC=C(C=N1)CC1=CC(=NC=2CCCCC12)C(=O)N[C@H]1CCOC[C@@H]1O (1,5-anhydro-3-[({4-[(6-chloropyridin-3-yl)methyl]-5,6,7,8-tetrahydroquinolin-2-yl}carbonyl)amino]-2,3-dideoxy-L-threo-pentitol), C(CCC)[Sn](C1=NC=CN=C1)(CCCC)CCCC (2-(tributylstannyl)-pyrazine). The reagents and catalysts are C=1C=CC(=CC1)[P](C=2C=CC=CC2)(C=3C=CC=CC3)[Pd]([P](C=4C=CC=CC4)(C=5C=CC=CC5)C=6C=CC=CC6)([P](C=7C=CC=CC7)(C=8C=CC=CC8)C=9C=CC=CC9)[P](C=1C=CC=CC1)(C=1C=CC=CC1)C=1C=CC=CC1 (tetrakis(triphenylphosphine)palladium(0)). Solvent: C(C)(=O)OCC (ethyl acetate), O1CCOCC1 (dioxane). The product is N1=C(C=NC=C1)C1=CC=C(C=N1)CC1=CC(=NC=2CCCCC12)C(=O)N[C@H]1CCOC[C@@H]1O (1,5-Anhydro-2,3-dideoxy-3-{[(4-{[6-(pyrazin-2-yl)pyridine-3-yl]methyl}-5,6,7,8-tetrahydroquinolin-2-yl)carbonyl]amino}-L-threo-pentitol). As a reaction SMILES: Cl[C:2]1[N:7]=[CH:6][C:5]([CH2:8][C:9]2[C:18]3[CH2:17][CH2:16][CH2:15][CH2:14][C:13]=3[N:12]=[C:11]([C:19]([NH:21][C@@H:22]3[C@@H:27]([OH:28])[CH2:26][O:25][CH2:24][CH2:23]3)=[O:20])[CH:10]=2)=[CH:4][CH:3]=1.C([Sn](CCCC)(CCCC)[C:34]1[CH:39]=[N:38][CH:37]=[CH:36][N:35]=1)CCC>O1CCOCC1.C(OCC)(=O)C.C1C=CC([P]([Pd]([P](C2C=CC=CC=2)(C2C=CC=CC=2)C2C=CC=CC=2)([P](C2C=CC=CC=2)(C2C=CC=CC=2)C2C=CC=CC=2)[P](C2C=CC=CC=2)(C2C=CC=CC=2)C2C=CC=CC=2)(C2C=CC=CC=2)C2C=CC=CC=2)=CC=1>[N:35]1[CH:36]=[CH:37][N:38]=[CH:39][C:34]=1[C:2]1[N:7]=[CH:6][C:5]([CH2:8][C:9]2[C:18]3[CH2:17][CH2:16][CH2:15][CH2:14][C:13]=3[N:12]=[C:11]([C:19]([NH:21][C@@H:22]3[C@@H:27]([OH:28])[CH2:26][O:25][CH2:24][CH2:23]3)=[O:20])[CH:10]=2)=[CH:4][CH:3]=1 |^1:63,65,84,103|. Reported procedure: To a solution of 1,5-anhydro-3-[({4-[(6-chloropyridin-3-yl)methyl]-5,6,7,8-tetrahydroquinolin-2-yl}carbonyl)amino]-2,3-dideoxy-L-threo-pentitol (Example 1, 0.038 g, 0.095 mmol) in 1 mL of dioxane under an atmosphere of nitrogen was added 2-(tributylstannyl)-pyrazine (0.060 mL g, 0.19 mmol) and tetrakis(triphenylphosphine)palladium(0) (0.011 g, 0.0095 mmol). The mixture was irradiated in a microwave reactor at 130° C. for 1.5 h, cooled to rt, and diluted with ethyl acetate. The organic solution w... Starting materials: [OH-].[Li+] (lithium hydroxide), BrN1C(CCC1=O)=O (N-bromosuccinimide), C(C)OC(C=C1C2=C(OCC3=C1C=CC=C3)C=C(C=C2)F)=O ((3-fluoro-6H-dibenzo[b,e]oxepin-11-ylidene)-acetic acid ethyl ester), C(C)(=O)O (acetic acid). Run in O (water), C(C)(C)O (isopropanol). Reaction conditions: temperature 70 celsius, time 15 minute. Yields the product Br\C=C/1\C2=C(OCC3=C1C=CC=C3)C=C(C=C2)F ((E)-11-Bromomethylene-3-fluoro-6,11-dihydro-dibenzo[b,e]oxepine). Isolated yield 93.8%. As a reaction SMILES: C(OC(=O)[CH:5]=[C:6]1[C:12]2[CH:13]=[CH:14][CH:15]=[CH:16][C:11]=2[CH2:10][O:9][C:8]2[CH:17]=[C:18]([F:21])[CH:19]=[CH:20][C:7]1=2)C.[OH-].[Li+].C(O)(=O)C.[Br:29]N1C(=O)CCC1=O>C(O)(C)C.O>[Br:29]/[CH:5]=[C:6]1/[C:7]2[CH:20]=[CH:19][C:18]([F:21])=[CH:17][C:8]=2[O:9][CH2:10][C:11]2[CH:16]=[CH:15][CH:14]=[CH:13][C:12]/1=2 |f:1.2|. Procedure: To a suspension of (3-fluoro-6H-dibenzo[b,e]oxepin-11-ylidene)-acetic acid ethyl ester (69.5 g, 0.23 mol) in isopropanol (725 mL) add a solution of lithium hydroxide (12.0 g, 0.53 mol) in water (125 mL) and warm to 70° C. for 4 h. Allow the mixture to cool to 40° C. and then treat with glacial acetic acid (0.44 mol, 25 mL). After stirring for 15 min, add N-bromosuccinimide (0.25 mol, 44 g). Bubbling ensues, the temperature rises to 45° C., and solids form after a few minutes. Stir the mixture at... Starting materials: CCOC(C)=O, O=C(O)c1ccc(Cl)s1, NCc1cn(-c2ccc(I)cc2)cn1, CN(C)C=O, O. Product: O=C(NCc1cn(-c2ccc(I)cc2)cn1)c1ccc(Cl)s1. Reaction SMILES: [CH3:25][CH2:26][O:27][C:28]([CH3:29])=[O:30].[Cl:1][c:2]1[cH:3][cH:4][c:5]([C:7](=[O:8])[OH:9])[s:6]1.[I:10][c:11]1[cH:12][cH:13][c:14](-[n:17]2[cH:18][n:19][c:20]([CH2:22][NH2:23])[cH:21]2)[cH:15][cH:16]1.[O:31]=[CH:32][N:33]([CH3:34])[CH3:35].[OH2:24]>>[Cl:1][c:2]1[cH:3][cH:4][c:5]([C:7](=[O:9])[NH:23][CH2:22][c:20]2[n:19][cH:18][n:17](-[c:14]3[cH:13][cH:12][c:11]([I:10])[cH:16][cH:15]3)[cH:21]2)[s:6]1. Starting materials: CNCCC1=C(C=CC=C1)NS(=O)(=O)C1=CC=CC=C1 (N-[2-(2-(methylamino)ethyl)phenyl]benzenesulfonamide), C(C)N(C(C)C)C(C)C (ethyldiisopropylamine), C(C)(C)(C)OC(=O)N(C)[C@@H](C(=O)O)CC1=CC2=CC=CC=C2C=C1 ((2R)-2-(N-(tert-Butoxycarbonyl)-N-methylamino)-3-(2-naphthyl)propionic acid), ON1N=NC2=C1N=CC=C2 (1-hydroxy-7-azabenzotriazole), Cl.CN(CCCN=C=NCC)C (N-(3-Dimethylaminopropyl)-N'-ethylcarbodiimide hydrochloride). Run in ClCCl (dichloromethane), C(C)(=O)OCC (ethyl acetate), CN(C=O)C (N,N-dimethylformamide), ClCCl (dichloromethane). Reaction conditions: temperature 0 celsius, time 15 minute. Yields the product C(C)(C)(C)OC(N(C)[C@H](CC1=CC2=CC=CC=C2C=C1)C(N(C)CCC1=C(C=CC=C1)NS(=O)(=O)C1=CC=CC=C1)=O)=O (N-((1R)-1-{N-[2-(2-(phenylsulfonylamino)phenyl)ethyl]-N-methylcarbamoyl}-2-(2-naphthyl)ethyl)-N-methylcarbamic acid tert-butyl ester). The yield is 83.1%. As a reaction SMILES: [C:1]([O:5][C:6]([N:8]([C@H:10]([CH2:14][C:15]1[CH:24]=[CH:23][C:22]2[C:17](=[CH:18][CH:19]=[CH:20][CH:21]=2)[CH:16]=1)[C:11]([OH:13])=O)[CH3:9])=[O:7])([CH3:4])([CH3:3])[CH3:2].ON1C2N=CC=CC=2N=N1.Cl.CN(C)CCCN=C=NCC.[CH3:47][NH:48][CH2:49][CH2:50][C:51]1[CH:56]=[CH:55][CH:54]=[CH:53][C:52]=1[NH:57][S:58]([C:61]1[CH:66]=[CH:65][CH:64]=[CH:63][CH:62]=1)(=[O:60])=[O:59].C(N(C(C)C)C(C)C)C>ClCCl.CN(C)C=O.C(OCC)(=O)C>[C:1]([O:5][C:6](=[O:7])[N:8]([C@@H:10]([C:11](=[O:13])[N:48]([CH2:49][CH2:50][C:51]1[CH:56]=[CH:55][CH:54]=[CH:53][C:52]=1[NH:57][S:58]([C:61]1[CH:66]=[CH:65][CH:64]=[CH:63][CH:62]=1)(=[O:60])=[O:59])[CH3:47])[CH2:14][C:15]1[CH:24]=[CH:23][C:22]2[C:17](=[CH:18][CH:19]=[CH:20][CH:21]=2)[CH:16]=1)[CH3:9])([CH3:4])([CH3:2])[CH3:3] |f:2.3|. Procedure: (2R)-2-(N-(tert-Butoxycarbonyl)-N-methylamino)-3-(2-naphthyl)propionic acid (517 mg, 1.57 mmol) and 1-hydroxy-7-azabenzotriazole (214 mg, 1.57 mmol) were dissolved in dichloromethane (6 ml) and N,N-dimethylformamide (6 ml). The mixture was cooled to 0° C. N-(3-Dimethylaminopropyl)-N'-ethylcarbodiimide hydrochloride (301 mg, 1.57 mmol) was added. The reaction mixture was stirred for 15 min at 0° C. A solution of N-[2-(2-(methylamino)ethyl)phenyl]benzenesulfonamide (457 mg, 1.57 mmol) in dichlorom... Reactants: CCOCC, CC(C)CCCC(C)C1CCC2C3=C(CCC21C)C1(C)CCC(=O)C=C1CC3, [Cl-], [I-], [Li]C, [NH4+]. Product: CC(C)CCCC(C)C1CCC2C3=C(CCC21C)C1(C)CCC(=O)CC1(C)CC3. Reaction SMILES: [CH3:34][CH2:35][O:36][CH2:37][CH3:38].[CH3:4][CH:5]([CH3:6])[CH2:7][CH2:8][CH2:9][CH:10]([CH3:11])[CH:12]1[CH2:13][CH2:14][CH:15]2[C:16]3=[C:26]([C:24]4([CH3:25])[C:19](=[CH:20][C:21](=[O:31])[CH2:22][CH2:23]4)[CH2:18][CH2:17]3)[CH2:27][CH2:28][C:29]12[CH3:30].[Cl-:32].[I-:3].[Li:1][CH3:2].[NH4+:33]>>[CH3:2][C:19]12[CH2:18][CH2:17][C:16]3=[C:26]([C:24]1([CH3:25])[CH2:23][CH2:22][C:21](=[O:31])[CH2:20]2)[CH2:27][CH2:28][C:29]1([CH3:30])[CH:12]([CH:10]([CH2:9][CH2:8][CH2:7][CH:5]([CH3:4])[CH3:6])[CH3:11])[CH2:13][CH2:14][CH:15]31. The reactants are Cl (hydrochloric acid), COC=1C=C(COC2=NC=CC=C2CC#N)C=CC1OCC=1N=C(OC1C)C1=CC=CC=C1 (2-[2-[3-methoxy-4-[(2-phenyl-5-methyl-4-oxazolyl)methoxy]benzyloxy]-3-pyridyl]acetonitrile), C(C)O (ethanol), O (Water), [OH-].[K+] (potassium hydroxide). Product: COC=1C=C(COC2=NC=CC=C2CC(=O)O)C=CC1OCC=1N=C(OC1C)C1=CC=CC=C1 (2-[2-[3-methoxy-4-[(2-phenyl-5-methyl-4-oxazolyl)methoxy]benzyloxy]-3-pyridyl]acetic acid). The yield is 65.0%. Reaction SMILES: [CH3:1][O:2][C:3]1[CH:4]=[C:5]([CH:17]=[CH:18][C:19]=1[O:20][CH2:21][C:22]1[N:23]=[C:24](C2C=CC=CC=2)[O:25][C:26]=1[CH3:27])[CH2:6][O:7][C:8]1[C:13]([CH2:14][C:15]#N)=[CH:12][CH:11]=[CH:10][N:9]=1.[CH2:34](O)[CH3:35].[OH-:37].[K+].Cl.[OH2:40]>>[CH3:1][O:2][C:3]1[CH:4]=[C:5]([CH:17]=[CH:18][C:19]=1[O:20][CH2:21][C:22]1[N:23]=[C:24]([C:35]2[CH:34]=[CH:18][CH:19]=[CH:3][CH:4]=2)[O:25][C:26]=1[CH3:27])[CH2:6][O:7][C:8]1[C:13]([CH2:14][C:15]([OH:40])=[O:37])=[CH:12][CH:11]=[CH:10][N:9]=1 |f:2.3|. Procedure details: A mixture of 2-[2-[3-methoxy-4-[(2-phenyl-5-methyl-4-oxazolyl)methoxy]benzyloxy]-3-pyridyl]acetonitrile (350 mg), ethanol (5 mL) and a 4N aqueous potassium hydroxide solution (5 mL) was heated under reflux for 4 hrs. Water was added to the reaction mixture, and the reaction mixture was neutralized with 2N hydrochloric acid and extracted with ethyl acetate. The organic layer was washed with saturated brine, dried over anhydrous magnesium sulfate and concentrated to give crystals (236 mg, 65%) of ... Reaction SMILES: [CH3:1][O:2][C:3](=[O:4])[c:5]1[s:6][c:7]([CH2:10][CH2:11][CH2:12][NH:13][C:14]([O:15][C:16]([CH3:17])([CH3:18])[CH3:19])=[O:20])[cH:8][cH:9]1.[CH3:22][OH:23].[ClH:21]>>[CH3:1][O:2][C:3](=[O:4])[c:5]1[s:6][c:7]([CH2:10][CH2:11][CH2:12][NH2:13])[cH:8][cH:9]1. Reactants: COC(=O)c1ccc(CCCNC(=O)OC(C)(C)C)s1, CO, Cl. Product: COC(=O)c1ccc(CCCN)s1. Reactants: CC=1C(=NC=CC1)C1=CC(=CC=2N1N=C(N2)N)C=2C=NC=CC2 (5-(3-methyl-pyridin-2-yl)-7-pyridin-3-yl-[1,2,4]triazolo[1,5-a]pyridin-2-ylamine), S(=O)(=O)(C1=CC=C(C)C=C1)N=C=O (TosNCO), solution, NCC (H2NEt). Run in CN(C)C=O (DMF), C1CCOC1 (THF). Product: CNC(=O)NC1=NN2C(C=C(C=C2C2=NC=CC=C2C)C=2C=NC=CC2)=N1 (N-Methyl-N′-[5-(3-methylpyridin-2-yl)-7-pyridin-3-yl[1,2,4]triazolo[1,5-a]pyridin-2-yl]urea). Reaction SMILES: [CH3:1][C:2]1[C:3]([C:8]2[N:13]3[N:14]=[C:15]([NH2:17])[N:16]=[C:12]3[CH:11]=[C:10]([C:18]3[CH:19]=[N:20][CH:21]=[CH:22][CH:23]=3)[CH:9]=2)=[N:4][CH:5]=[CH:6][CH:7]=1.S([N:34]=[C:35]=[O:36])(C1C=CC(C)=CC=1)(=O)=O.N[CH2:38]C>CN(C=O)C.C1COCC1>[CH3:38][NH:34][C:35]([NH:17][C:15]1[N:16]=[C:12]2[CH:11]=[C:10]([C:18]3[CH:19]=[N:20][CH:21]=[CH:22][CH:23]=3)[CH:9]=[C:8]([C:3]3[C:2]([CH3:1])=[CH:7][CH:6]=[CH:5][N:4]=3)[N:13]2[N:14]=1)=[O:36]. Reported procedure: The product of Step 1 (240 mg, 0.79 mmol) was taken up in DMF (2 mL) to which was added TosNCO (0.31 g, 1.6 mmol) all at once. The mixture was stirred at room temperature for 1 h whereon a 2 M solution of H2NEt (3 mL, 6 mmol) in THF was added. The homogeneous solution was microwaved at 100° C. for 10 min. On cooling, SiO2 was added and the solvent was removed. Column chromatography afforded the title compound. MS m/z 374 (M+H+). The reactants are FC=1C=C(C(=O)N=C=O)C=CC1C(F)(F)F (3-fluoro-4-(trifluoromethyl)benzoyl isocyanate), ClC1=C(C=C(C=C1)CNC(C(C)(C)C)=O)NNC(=O)OC(C)(C)C (tert-butyl 2-(2-chloro-5-{[(2,2-dimethylpropanoyl)amino]methyl}phenyl)hydrazinecarboxylate), FC(C(=O)O)(F)F (trifluoro acetic acid). Run in C(Cl)Cl (DCM). The product is ClC1=C(C=C(CNC(C(C)(C)C)=O)C=C1)N1N=C(NC1=O)C1=CC(=C(C=C1)C(F)(F)F)F (N-(4-Chloro-3-(3-(3-fluoro-4-(trifluoromethyl)phenyl)-4,5-dihydro-5-oxo-1,2,4-triazol-1-yl)benzyl)pivalamide). Yield: 68.0%. As a reaction SMILES: [F:1][C:2]1[CH:3]=[C:4]([CH:10]=[CH:11][C:12]=1[C:13]([F:16])([F:15])[F:14])[C:5]([N:7]=[C:8]=[O:9])=O.[Cl:17][C:18]1[CH:23]=[CH:22][C:21]([CH2:24][NH:25][C:26](=[O:31])[C:27]([CH3:30])([CH3:29])[CH3:28])=[CH:20][C:19]=1[NH:32][NH:33]C(OC(C)(C)C)=O.FC(F)(F)C(O)=O>C(Cl)Cl>[Cl:17][C:18]1[CH:23]=[CH:22][C:21]([CH2:24][NH:25][C:26](=[O:31])[C:27]([CH3:30])([CH3:29])[CH3:28])=[CH:20][C:19]=1[N:32]1[C:8](=[O:9])[NH:7][C:5]([C:4]2[CH:10]=[CH:11][C:12]([C:13]([F:16])([F:15])[F:14])=[C:2]([F:1])[CH:3]=2)=[N:33]1. Reported procedure: The title compound was prepared according to the procedure described in Example-83 by using 3-fluoro-4-(trifluoromethyl)benzoyl isocyanate (Intermediate-99, 2.0 g), tert-butyl 2-(2-chloro-5-{[(2,2-dimethylpropanoyl)amino]methyl}phenyl)hydrazinecarboxylate (Intermediate-94, 1.0 g), DCM (15 mL), and trifluoro acetic acid (3.0 mL) to afford 0.900 g of the desired product. 1H NMR (300 MHz, DMSO d6): δ 1.12 (s, 9H), 4.29 (d, J=5.4 Hz, 2H), 7.35 (d, J=8.4 Hz, 1H), 7.44 (s, 1H), 7.62 (d, J=8.7 Hz, 1H),... The reactants are OC=1C=C(C(=O)C2=CC=C(C(=C2O)O)O)C=C(C1O)O (3,4,5,4',5',6'-hexahydroxy benzophenone), C(C(C)(C)C)(=O)Cl (pivaloyl chloride). The solvent is N1=CC=CC=C1 (pyridine). Yields the product C(C(C)(C)C)(=O)OC=1C=C(C(=O)C2=CC=C(C(=C2OC(C(C)(C)C)=O)OC(C(C)(C)C)=O)OC(C(C)(C)C)=O)C=C(C1OC(C(C)(C)C)=O)OC(C(C)(C)C)=O (3,4,5,4',5',6',-hexapivaloyloxybenzophenone). As a reaction SMILES: [OH:1][C:2]1[CH:3]=[C:4]([CH:16]=[C:17]([OH:20])[C:18]=1[OH:19])[C:5]([C:7]1[C:12]([OH:13])=[C:11]([OH:14])[C:10]([OH:15])=[CH:9][CH:8]=1)=[O:6].[C:21](Cl)(=[O:26])[C:22]([CH3:25])([CH3:24])[CH3:23]>N1C=CC=CC=1>[C:21]([O:1][C:2]1[CH:3]=[C:4]([CH:16]=[C:17]([O:20][C:21](=[O:26])[C:22]([CH3:25])([CH3:24])[CH3:23])[C:18]=1[O:19][C:21](=[O:26])[C:22]([CH3:25])([CH3:24])[CH3:23])[C:5]([C:7]1[C:12]([O:13][C:21](=[O:26])[C:22]([CH3:25])([CH3:24])[CH3:23])=[C:11]([O:14][C:21](=[O:26])[C:22]([CH3:25])([CH3:24])[CH3:23])[C:10]([O:15][C:21](=[O:26])[C:22]([CH3:25])([CH3:24])[CH3:23])=[CH:9][CH:8]=1)=[O:6])(=[O:26])[C:22]([CH3:25])([CH3:24])[CH3:23]. Procedure: 100 mg of 3,4,5,4',5',6'-hexahydroxy benzophenone (0.00036 mole) and 450 MG (0.004 mole) of pivaloyl chloride were warmed to 50° C. in 20 mls of pyridine for 4 hrs. Solvent removed via N2 stream. Water added and extraction of product was done via CH2Cl2. The organic layer was washed with K2CO3 (5%) and dried over MgSo4. Solvent removal left an oil. 250 mg. (88%) yield.